This data is from the Open Reaction Database (ORD), a public repository of structured organic reaction records. The task is: describe an organic reaction: reactants, conditions, products, and yield Reactants: CCOC(=O)COc1ccc(SCC=C(c2ccco2)c2ccco2)cc1C(F)(F)F, CCO, [Na+], [OH-]. Product: O=C(O)COc1ccc(SCC=C(c2ccco2)c2ccco2)cc1C(F)(F)F. As a reaction SMILES: [CH2:1]([CH3:2])[O:3][C:4]([CH2:5][O:6][c:7]1[c:8]([C:27]([F:28])([F:29])[F:30])[cH:9][c:10]([S:13][CH2:14][CH:15]=[C:16]([c:17]2[o:18][cH:19][cH:20][cH:21]2)[c:22]2[o:23][cH:24][cH:25][cH:26]2)[cH:11][cH:12]1)=[O:31].[CH3:34][CH2:35][OH:36].[Na+:33].[OH-:32]>>[O:3]=[C:4]([CH2:5][O:6][c:7]1[c:8]([C:27]([F:28])([F:29])[F:30])[cH:9][c:10]([S:13][CH2:14][CH:15]=[C:16]([c:17]2[o:18][cH:19][cH:20][cH:21]2)[c:22]2[o:23][cH:24][cH:25][cH:26]2)[cH:11][cH:12]1)[OH:31]. The reactants are [BH4-], CCO, CC(C)Oc1cccc(C=O)c1, [Na+]. Yields the product CC(C)Oc1cccc(CO)c1. As a reaction SMILES: [BH4-:13].[CH3:15][CH2:16][OH:17].[CH:1]([CH3:2])([CH3:3])[O:4][c:5]1[cH:6][c:7]([CH:8]=[O:9])[cH:10][cH:11][cH:12]1.[Na+:14]>>[CH:1]([CH3:2])([CH3:3])[O:4][c:5]1[cH:6][c:7]([CH2:8][OH:9])[cH:10][cH:11][cH:12]1.